Dataset: the Open Reaction Database (ORD), a public repository of structured organic reaction records. Task: describe an organic reaction: reactants, conditions, products, and yield The reactants are CN, CCO, Cc1ccc(S(=O)(=O)OC2CN(C(=O)OCc3ccccc3)C3C(O)COC23)cc1. Product: CNC1CN(C(=O)OCc2ccccc2)C2C(O)COC12. RXN SMILES: [CH3:31][NH2:32].[CH3:33][CH2:34][OH:35].[OH:1][CH:2]1[CH2:3][O:4][CH:5]2[CH:6]1[N:7]([C:21](=[O:22])[O:23][CH2:24][c:25]1[cH:26][cH:27][cH:28][cH:29][cH:30]1)[CH2:8][CH:9]2[O:10][S:11]([c:12]1[cH:13][cH:14][c:15]([CH3:16])[cH:17][cH:18]1)(=[O:19])=[O:20]>>[OH:1][CH:2]1[CH2:3][O:4][CH:5]2[CH:6]1[N:7]([C:21](=[O:22])[O:23][CH2:24][c:25]1[cH:26][cH:27][cH:28][cH:29][cH:30]1)[CH2:8][CH:9]2[NH:32][CH3:31].